Dataset: the Open Reaction Database (ORD), a public repository of structured organic reaction records. Task: describe an organic reaction: reactants, conditions, products, and yield RXN SMILES: [Br:18][N:19]1[C:20](=[O:21])[CH2:22][CH2:23][C:24]1=[O:25].[CH2:1]([c:2]1[cH:3][cH:4][cH:5][cH:6][cH:7]1)[O:8][c:9]1[cH:10][c:11]([CH:15]([CH3:16])[CH3:17])[cH:12][cH:13][cH:14]1.[Cl:26][C:27]([Cl:28])([Cl:29])[Cl:30]>>[CH2:1]([c:2]1[cH:3][cH:4][cH:5][cH:6][cH:7]1)[O:8][c:9]1[cH:10][c:11]([CH:15]([CH3:16])[CH3:17])[c:12]([Br:18])[cH:13][cH:14]1. The reactants are O=C1CCC(=O)N1Br, CC(C)c1cccc(OCc2ccccc2)c1, ClC(Cl)(Cl)Cl. Yields the product CC(C)c1cc(OCc2ccccc2)ccc1Br. Reactants: FC(C(=O)O)(F)F (Trifluoroacetic acid), C1(=CC=CC=C1)C1=CC(=C(C(=O)OC(C)(C)C)C=C1)NC(=O)C=1C=NC(=CC1)C1=CC=CC=C1 (tert-butyl 4-phenyl-2-(6-phenylpyridine-3-carboxamido)benzoate). Conditions: time 3 hour. Yields the product C1(=CC=CC=C1)C1=CC(=C(C(=O)O)C=C1)NC(=O)C=1C=NC(=CC1)C1=CC=CC=C1 (4-phenyl-2-(6-phenylpyridine-3-carboxamido)benzoic acid). Reaction SMILES: FC(F)(F)C(O)=O.[C:8]1([C:14]2[CH:26]=[CH:25][C:17]([C:18]([O:20]C(C)(C)C)=[O:19])=[C:16]([NH:27][C:28]([C:30]3[CH:31]=[N:32][C:33]([C:36]4[CH:41]=[CH:40][CH:39]=[CH:38][CH:37]=4)=[CH:34][CH:35]=3)=[O:29])[CH:15]=2)[CH:13]=[CH:12][CH:11]=[CH:10][CH:9]=1>>[C:8]1([C:14]2[CH:26]=[CH:25][C:17]([C:18]([OH:20])=[O:19])=[C:16]([NH:27][C:28]([C:30]3[CH:31]=[N:32][C:33]([C:36]4[CH:37]=[CH:38][CH:39]=[CH:40][CH:41]=4)=[CH:34][CH:35]=3)=[O:29])[CH:15]=2)[CH:9]=[CH:10][CH:11]=[CH:12][CH:13]=1. Reported procedure: Trifluoroacetic acid (5 mL) was added to the obtained tert-butyl 4-phenyl-2-(6-phenylpyridine-3-carboxamido)benzoate, followed by stirring at room temperature for 3 hours. The solvent was evaporated under reduced pressure, and methanol was added to the obtained residue. The solid substance was collected by filtration to obtain 53 mg of 4-phenyl-2-(6-phenylpyridine-3-carboxamido)benzoic acid as a light yellow solid.